From a dataset of the Open Reaction Database (ORD), a public repository of structured organic reaction records. describe an organic reaction: reactants, conditions, products, and yield The reactants are OB(O)C1=CCCCC1, O=C([O-])[O-], COCCOC, Cc1ccc(NC(=O)C2(c3ccc4c(c3)OC(F)(F)O4)CC2)nc1Cl, [K+], [K+], c1ccc(P(c2ccccc2)(c2ccccc2)[Pd](P(c2ccccc2)(c2ccccc2)c2ccccc2)(P(c2ccccc2)(c2ccccc2)c2ccccc2)P(c2ccccc2)(c2ccccc2)c2ccccc2)cc1. The product is Cc1ccc(NC(=O)C2(c3ccc4c(c3)OC(F)(F)O4)CC2)nc1C1=CCCCC1. RXN SMILES: [C:26]1([B:32]([OH:33])[OH:34])=[CH:27][CH2:28][CH2:29][CH2:30][CH2:31]1.[C:35](=[O:36])([O-:37])[O-:38].[CH3:41][O:42][CH2:43][CH2:44][O:45][CH3:46].[Cl:1][c:2]1[c:3]([CH3:25])[cH:4][cH:5][c:6]([NH:8][C:9](=[O:10])[C:11]2([c:14]3[cH:15][c:16]4[c:17]([cH:23][cH:24]3)[O:18][C:19]([F:21])([F:22])[O:20]4)[CH2:12][CH2:13]2)[n:7]1.[K+:39].[K+:40].[cH:47]1[cH:48][cH:49][c:50]([P:51]([Pd:52]([P:53]([c:54]2[cH:55][cH:56][cH:57][cH:58][cH:59]2)([c:60]2[cH:61][cH:62][cH:63][cH:64][cH:65]2)[c:66]2[cH:67][cH:68][cH:69][cH:70][cH:71]2)([P:72]([c:73]2[cH:74][cH:75][cH:76][cH:77][cH:78]2)([c:79]2[cH:80][cH:81][cH:82][cH:83][cH:84]2)[c:85]2[cH:86][cH:87][cH:88][cH:89][cH:90]2)[P:91]([c:92]2[cH:93][cH:94][cH:95][cH:96][cH:97]2)([c:98]2[cH:99][cH:100][cH:101][cH:102][cH:103]2)[c:104]2[cH:105][cH:106][cH:107][cH:108][cH:109]2)([c:110]2[cH:111][cH:112][cH:113][cH:114][cH:115]2)[c:116]2[cH:117][cH:118][cH:119][cH:120][cH:121]2)[cH:122][cH:123]1>>[c:2]1([C:26]2=[CH:27][CH2:28][CH2:29][CH2:30][CH2:31]2)[c:3]([CH3:25])[cH:4][cH:5][c:6]([NH:8][C:9](=[O:10])[C:11]2([c:14]3[cH:15][c:16]4[c:17]([cH:23][cH:24]3)[O:18][C:19]([F:21])([F:22])[O:20]4)[CH2:12][CH2:13]2)[n:7]1. The reactants are COc1ccc(CN)c(OC)c1, CC(=O)O, Cc1ccccc1, O=Cc1cccc2cc[nH]c12. Yields the product COc1ccc(CNCc2cccc3cc[nH]c23)c(OC)c1. Reaction SMILES: [CH3:1][O:2][c:3]1[c:4]([CH2:5][NH2:6])[cH:7][cH:8][c:9]([O:11][CH3:12])[cH:10]1.[CH3:24][C:25](=[O:26])[OH:27].[CH3:28][c:29]1[cH:30][cH:31][cH:32][cH:33][cH:34]1.[nH:13]1[cH:14][cH:15][c:16]2[cH:17][cH:18][cH:19][c:20]([CH:22]=[O:23])[c:21]12>>[CH3:1][O:2][c:3]1[c:4]([CH2:5][NH:6][CH2:22][c:20]2[cH:19][cH:18][cH:17][c:16]3[cH:15][cH:14][nH:13][c:21]32)[cH:7][cH:8][c:9]([O:11][CH3:12])[cH:10]1. Starting materials: CCCCn1nc(C(=O)OCC)cc1CC(C)(C)O, CO, N. Yields the product CCCCn1nc(C(N)=O)cc1CC(C)(C)O. Reaction SMILES: [CH2:1]([CH2:2][CH2:3][CH3:4])[n:5]1[n:6][c:7]([C:15]([O:17][CH2:16][CH3:18])=[O:19])[cH:8][c:9]1[CH2:10][C:11]([CH3:12])([CH3:13])[OH:14].[CH3:21][OH:22].[NH3:20]>>[CH2:1]([CH2:2][CH2:3][CH3:4])[n:5]1[n:6][c:7]([C:15](=[O:17])[NH2:20])[cH:8][c:9]1[CH2:10][C:11]([CH3:12])([CH3:13])[OH:14]. The reactants are BrC1=CC=C(C=C1)S(=O)(=O)N(CC(C)C)C1=C(C=C(C=C1)C)C (4-bromo-N-(2,4-dimethylphenyl)-N-isobutylbenzenesulfonamide), BrC/C=C/[B-](F)(F)F.[K+] (potassium trans-3-bromo-1-propenyltrifluoroborate), N1CCOCC1 (morpholine), C([O-])([O-])=O.[Cs+].[Cs+] (cesium carbonate). The reagents and catalysts are Cl[Pd]([P](C1=CC=CC=C1)(C2=CC=CC=C2)C3=CC=CC=C3)([P](C4=CC=CC=C4)(C5=CC=CC=C5)C6=CC=CC=C6)Cl (bis(triphenylphosphine)palladium(II) chloride). Solvent: CS(=O)C (dimethyl sulfoxide). Conditions: temperature 140 celsius. The product is CC1=C(C=CC(=C1)C)N(S(=O)(=O)C1=CC=C(C=C1)\C=C\CN1CCOCC1)CC(C)C ((E)-N-(2,4-dimethylphenyl)-N-isobutyl-4-(3-morpholinoprop-1-en-1-yl)benzenesulfonamide). RXN SMILES: Br[C:2]1[CH:7]=[CH:6][C:5]([S:8]([N:11]([C:16]2[CH:21]=[CH:20][C:19]([CH3:22])=[CH:18][C:17]=2[CH3:23])[CH2:12][CH:13]([CH3:15])[CH3:14])(=[O:10])=[O:9])=[CH:4][CH:3]=1.Br[CH2:25]/[CH:26]=[CH:27]/[B-](F)(F)F.[K+].[NH:33]1[CH2:38][CH2:37][O:36][CH2:35][CH2:34]1.C(=O)([O-])[O-].[Cs+].[Cs+]>CS(C)=O.Cl[Pd](Cl)([P](C1C=CC=CC=1)(C1C=CC=CC=1)C1C=CC=CC=1)[P](C1C=CC=CC=1)(C1C=CC=CC=1)C1C=CC=CC=1>[CH3:23][C:17]1[CH:18]=[C:19]([CH3:22])[CH:20]=[CH:21][C:16]=1[N:11]([CH2:12][CH:13]([CH3:15])[CH3:14])[S:8]([C:5]1[CH:6]=[CH:7][C:2](/[CH:27]=[CH:26]/[CH2:25][N:33]2[CH2:38][CH2:37][O:36][CH2:35][CH2:34]2)=[CH:3][CH:4]=1)(=[O:10])=[O:9] |f:1.2,4.5.6,^1:51,70|. Reported procedure: A suspension of 4-bromo-N-(2,4-dimethylphenyl)-N-isobutylbenzenesulfonamide (200 mg, 0.505 mmol), potassium trans-3-bromo-1-propenyltrifluoroborate (126 mg, 0.555 mmol), morpholine (0.088 mL, 1.009 mmol), bis(triphenylphosphine)palladium(II) chloride (10.63 mg, 0.015 mmol) and cesium carbonate (493 mg, 1.514 mmol) was prepared in dimethyl sulfoxide (DMSO) (1 mL). The reaction was then heated by microwaves, to 140° C. for 30 minutes. The reaction was then passed through a sulfonic acid (SCX) soli... Starting materials: CO, [Na+], O=C(NC(=S)Nc1ccccc1Oc1ccccc1)c1ccccc1, [OH-]. Yields the product NC(=S)Nc1ccccc1Oc1ccccc1. RXN SMILES: [CH3:28][OH:29].[Na+:27].[O:1]([c:2]1[cH:3][cH:4][cH:5][cH:6][cH:7]1)[c:8]1[c:9]([NH:14][C:15](=[S:16])[NH:17][C:18](=[O:19])[c:20]2[cH:21][cH:22][cH:23][cH:24][cH:25]2)[cH:10][cH:11][cH:12][cH:13]1.[OH-:26]>>[O:1]([c:2]1[cH:3][cH:4][cH:5][cH:6][cH:7]1)[c:8]1[c:9]([NH:14][C:15](=[S:16])[NH2:17])[cH:10][cH:11][cH:12][cH:13]1.